Dataset: the Open Reaction Database (ORD), a public repository of structured organic reaction records. Task: describe an organic reaction: reactants, conditions, products, and yield Starting materials: N(=O)[O-].[Na+] (sodium nitrite), N[C@@H](CC1=CC=CC=C1)C(=O)O (L-phenylalanine), Br (hydrobromic acid), S(O)(O)(=O)=O (sulfuric acid). Run at time 8 hour. As a reaction SMILES: N[C@H:2]([C:10]([OH:12])=[O:11])[CH2:3][C:4]1[CH:9]=[CH:8][CH:7]=[CH:6][CH:5]=1.[BrH:13].S(=O)(=O)(O)O.N([O-])=O.[Na+]>O>[C:4]1([CH2:3][C@H:2]([Br:13])[C:10]([OH:12])=[O:11])[CH:9]=[CH:8][CH:7]=[CH:6][CH:5]=1 |f:3.4|. The yield is 79.4%. Reported procedure: Slurry L-phenylalanine (23.6 g, 143 mmol), 49% hydrobromic acid (500 g), water (500 mL) and concentrated sulfuric acid (50 mL) and cool to -5° C. Add, by dropwise addition, a solution of sodium nitrite (9.87 g, 143 mmol) in water (70 mL) over a period of about 1 hour. Stir at -5° C. to 0° C. overnight extract into ethyl ether (3×250 mL), combine the organic phases and wash with water (1×) and brine (2×). Dry (MgSO4) and evaporate the solvent in vacuo to give 3-phenyl-2(S)-bromopropionic acid as ... Product: C1(=CC=CC=C1)C[C@@H](C(=O)O)Br (3-phenyl-2(S)-bromopropionic acid). Solvent: O (water), O (water).